Dataset: the Open Reaction Database (ORD), a public repository of structured organic reaction records. Task: describe an organic reaction: reactants, conditions, products, and yield The reactants are CC([O-])=S, CN(CCNC(=O)OCc1ccc([N+](=O)[O-])cc1)C(=O)c1csc(N2CC(OS(C)(=O)=O)C2)n1, CN(C)C=O, [K+]. Product: CC(=O)SC1CN(c2nc(C(=O)N(C)CCNC(=O)OCc3ccc([N+](=O)[O-])cc3)cs2)C1. RXN SMILES: [C:35]([CH3:36])(=[S:37])[O-:38].[CH3:1][S:2]([O:3][CH:6]1[CH2:7][N:8]([c:10]2[s:11][cH:12][c:13]([C:15]([N:16]([CH2:17][CH2:18][NH:19][C:20](=[O:21])[O:22][CH2:23][c:24]3[cH:25][cH:26][c:27]([N+:30](=[O:31])[O-:32])[cH:28][cH:29]3)[CH3:33])=[O:34])[n:14]2)[CH2:9]1)(=[O:4])=[O:5].[CH3:40][N:41]([CH3:42])[CH:43]=[O:44].[K+:39]>>[CH:6]1([S:37][C:35]([CH3:36])=[O:38])[CH2:7][N:8]([c:10]2[s:11][cH:12][c:13]([C:15]([N:16]([CH2:17][CH2:18][NH:19][C:20](=[O:21])[O:22][CH2:23][c:24]3[cH:25][cH:26][c:27]([N+:30](=[O:31])[O-:32])[cH:28][cH:29]3)[CH3:33])=[O:34])[n:14]2)[CH2:9]1. Starting materials: BrC=1C(=NC=CC1)OC1=CC=C(N)C=C1 (4-(3-bromopyridin-2-yloxy)aniline), ClC1=NC=CC=C1 (2-chloropyridine). Run in CCOCC (Et2O). Reaction conditions: temperature 160 celsius. The product is Cl.BrC=1C(=NC=CC1)OC1=CC=C(C=C1)NC1=NC=CC=C1 (N-(4-(3-BROMOPYRIDIN-2-YLOXY)PHENYL)PYRIDIN-2-AMINE HYDROCHLORIDE). RXN SMILES: [Br:1][C:2]1[C:3]([O:8][C:9]2[CH:15]=[CH:14][C:12]([NH2:13])=[CH:11][CH:10]=2)=[N:4][CH:5]=[CH:6][CH:7]=1.[Cl:16][C:17]1[CH:22]=[CH:21][CH:20]=[CH:19][N:18]=1>CCOCC>[ClH:16].[Br:1][C:2]1[C:3]([O:8][C:9]2[CH:15]=[CH:14][C:12]([NH:13][C:17]3[CH:22]=[CH:21][CH:20]=[CH:19][N:18]=3)=[CH:11][CH:10]=2)=[N:4][CH:5]=[CH:6][CH:7]=1 |f:3.4|. Procedure details: A mixture of 4-(3-bromopyridin-2-yloxy)aniline (50.01 g, 188.6 mmol) and 2-chloropyridine (22.50 ml, 238.8 mmol, Aldrich) was sealed neat in a 350 mL screw-cap flask and heated at 160° C. for 3.5 h. The reaction was cooled to room temperature and stirred over Et2O overnight. The solid was filtered, washed with Et2O and dried in vacuo to give a gray amorphous solid. MS (ESI, pos. ion) m/z: 341.9, 343.9 [M+1]. PDE10 IC50 (uM) 0.96. Starting materials: O=c1c(Br)cnc2n1CCN2c1ccccc1, O=C([O-])[O-], OB(O)c1ccc(OCc2ccccc2)c(F)c1, [Cl-], [Li+], [Na+], [Na+], C1COCCO1, c1ccc(P(c2ccccc2)(c2ccccc2)[Pd](P(c2ccccc2)(c2ccccc2)c2ccccc2)(P(c2ccccc2)(c2ccccc2)c2ccccc2)P(c2ccccc2)(c2ccccc2)c2ccccc2)cc1. The product is O=c1c(-c2ccc(OCc3ccccc3)c(F)c2)cnc2n1CCN2c1ccccc1. Reaction SMILES: [Br:1][c:2]1[cH:3][n:4][c:5]2[n:6]([c:7]1=[O:8])[CH2:9][CH2:10][N:11]2[c:12]1[cH:13][cH:14][cH:15][cH:16][cH:17]1.[C:44](=[O:45])([O-:46])[O-:47].[CH2:18]([c:19]1[cH:20][cH:21][cH:22][cH:23][cH:24]1)[O:25][c:26]1[c:27]([F:35])[cH:28][c:29]([B:32]([OH:33])[OH:34])[cH:30][cH:31]1.[Cl-:37].[Li+:36].[Na+:48].[Na+:49].[O:38]1[CH2:39][CH2:40][O:41][CH2:42][CH2:43]1.[cH:50]1[cH:51][cH:52][c:53]([P:54]([Pd:55]([P:56]([c:57]2[cH:58][cH:59][cH:60][cH:61][cH:62]2)([c:63]2[cH:64][cH:65][cH:66][cH:67][cH:68]2)[c:69]2[cH:70][cH:71][cH:72][cH:73][cH:74]2)([P:75]([c:76]2[cH:77][cH:78][cH:79][cH:80][cH:81]2)([c:82]2[cH:83][cH:84][cH:85][cH:86][cH:87]2)[c:88]2[cH:89][cH:90][cH:91][cH:92][cH:93]2)[P:94]([c:95]2[cH:96][cH:97][cH:98][cH:99][cH:100]2)([c:101]2[cH:102][cH:103][cH:104][cH:105][cH:106]2)[c:107]2[cH:108][cH:109][cH:110][cH:111][cH:112]2)([c:113]2[cH:114][cH:115][cH:116][cH:117][cH:118]2)[c:119]2[cH:120][cH:121][cH:122][cH:123][cH:124]2)[cH:125][cH:126]1>>[c:2]1(-[c:29]2[cH:28][c:27]([F:35])[c:26]([O:25][CH2:18][c:19]3[cH:20][cH:21][cH:22][cH:23][cH:24]3)[cH:31][cH:30]2)[cH:3][n:4][c:5]2[n:6]([c:7]1=[O:8])[CH2:9][CH2:10][N:11]2[c:12]1[cH:13][cH:14][cH:15][cH:16][cH:17]1. The reactants are [H-].[Al+3].[Li+].[H-].[H-].[H-] (lithium aluminum hydride), COC(=O)C1N(CCN(C1)CC1=CC=CC=C1)CC1=CC=CC=C1 (1,4-dibenzyl-piperazine-2-carboxylic acid methyl ester), [OH-].[Na+] (NaOH). The solvent is O (water), O (water). Reaction conditions: temperature 0 celsius. Product: C(C1=CC=CC=C1)N1C(CN(CC1)CC1=CC=CC=C1)CO ((1,4-dibenzyl-piperazin-2-yl)-methanol). Yield: 99.9%. Reaction SMILES: [H-].[Al+3].[Li+].[H-].[H-].[H-].C[O:8][C:9]([CH:11]1[CH2:16][N:15]([CH2:17][C:18]2[CH:23]=[CH:22][CH:21]=[CH:20][CH:19]=2)[CH2:14][CH2:13][N:12]1[CH2:24][C:25]1[CH:30]=[CH:29][CH:28]=[CH:27][CH:26]=1)=O.[OH-].[Na+]>O>[CH2:24]([N:12]1[CH2:13][CH2:14][N:15]([CH2:17][C:18]2[CH:23]=[CH:22][CH:21]=[CH:20][CH:19]=2)[CH2:16][CH:11]1[CH2:9][OH:8])[C:25]1[CH:26]=[CH:27][CH:28]=[CH:29][CH:30]=1 |f:0.1.2.3.4.5,7.8|. Procedure: To the suspension of lithium aluminum hydride (1.54 g, 40.6 mmol) was added 1,4-dibenzyl-piperazine-2-carboxylic acid methyl ester (3.00 g, 9.25 mmol) portionwise at room temperature. The reaction mixture was stirred at reflux for 3 hours. After cooled to 0° C., 1.5 ml of water, 1.5 ml of 4N NaOH aq., and 4.5 ml of water was added successively. The mixture was stirred for 1 hour, and the white precipitate was filtered off with celite pad. The filtrate was concentrated in vacuo to give (1,4-diben... Yields the product COc1ccc(-c2sc(NC(C)=O)nc2C)cc1, O=S(=O)(Cl)Cl. Reaction SMILES: [CH3:6][O:7][c:8]1[cH:9][cH:10][c:11](-[c:14]2[c:15]([CH3:23])[n:16][c:17]([NH:19][C:20]([CH3:21])=[O:22])[s:18]2)[cH:12][cH:13]1.[Cl:1][S:2](=[O:3])(=[O:4])[OH:5].[Cl:24][CH2:25][Cl:26]>>[CH3:6][O:7][c:8]1[cH:9][cH:10][c:11](-[c:14]2[c:15]([CH3:23])[n:16][c:17]([NH:19][C:20]([CH3:21])=[O:22])[s:18]2)[cH:12][cH:13]1.[Cl:1][S:2](=[O:3])(=[O:5])[Cl:24]. Reactants: COc1ccc(-c2sc(NC(C)=O)nc2C)cc1, O=S(=O)(O)Cl, ClCCl. The reactants are CC1=CC=C(C(=S)O)C=C1 (p-methylthiobenzoic acid), S(=O)(Cl)Cl (thionyl chloride). Solvent: C1=CC=CC=C1 (benzene). Yields the product CC1=CC=C(C(=S)Cl)C=C1 (p-methylthiobenzoyl chloride). Yield: 80.0%. RXN SMILES: [CH3:1][C:2]1[CH:10]=[CH:9][C:5]([C:6](O)=[S:7])=[CH:4][CH:3]=1.S(Cl)([Cl:13])=O>C1C=CC=CC=1>[CH3:1][C:2]1[CH:10]=[CH:9][C:5]([C:6]([Cl:13])=[S:7])=[CH:4][CH:3]=1. Reported procedure: A mixture of 56 mmol (8.85 g) p-methylthiobenzoic acid, 40 ml benzene and 112 mmol (7.4 ml) thionyl chloride is boiled under reflux for 24 hours. The benzene and excess thionyl chloride are removed under vacuum to give p-methylthiobenzoyl chloride mp 48-52 in 80% yield. The reactants are CC=1C=C(NC(C#N)C2=CC=C(C=C2)S(N)(=O)=O)C=CC1C (α-(3,4-dimethylanilino)-α-(4-sulfamoylphenyl)acetonitrile), O=CC(C)=C (methacrolein). The product is CC=1C=C(N(C1)C1=CC(=C(C=C1)C)C)C1=CC=C(C=C1)S(N)(=O)=O (4-Methyl-1-(3,4-dimethylphenyl)-2-(4-sulfamoylphenyl)pyrrole), powder. Yield: 43.0%. As a reaction SMILES: [CH3:1][C:2]1[CH:3]=[C:4]([CH:19]=[CH:20][C:21]=1[CH3:22])[NH:5][CH:6]([C:9]1[CH:14]=[CH:13][C:12]([S:15](=[O:18])(=[O:17])[NH2:16])=[CH:11][CH:10]=1)[C:7]#N.O=[CH:24][C:25](=C)[CH3:26]>>[CH3:26][C:25]1[CH:7]=[C:6]([C:9]2[CH:14]=[CH:13][C:12]([S:15](=[O:18])(=[O:17])[NH2:16])=[CH:11][CH:10]=2)[N:5]([C:4]2[CH:19]=[CH:20][C:21]([CH3:22])=[C:2]([CH3:1])[CH:3]=2)[CH:24]=1. Procedure: Following a procedure similar to that described in Example 1(iii), but using α-(3,4-dimethylanilino)-α-(4-sulfamoylphenyl)acetonitrile [prepared as described in step (ii) above] and methacrolein as starting materials, the title compound was obtained as a slightly yellow powder (yield 43%), melting at 118-120° C.